This data is from the Open Reaction Database (ORD), a public repository of structured organic reaction records. The task is: describe an organic reaction: reactants, conditions, products, and yield Reactants: ClC1=C(CNC(C(CO)(C)C)=O)C=CC=C1 (N-(2-chlorobenzyl)-3-hydroxy-2,2-dimethylpropanamide), C(C)C1=CC=C(C=C1)N=C=O (4-ethylphenylisocyanate). The reagents and catalysts are CN(C)C=1C=CN=CC1 (DMAP). Run in C(Cl)Cl (CH2Cl2). Run at time 1 hour. The product is C(C)C1=CC=C(C=C1)NC(OCC(C(=O)NCC1=C(C=CC=C1)Cl)(C)C)=O (3-(2-chlorobenzylamino)-2,2-dimethyl-3-oxopropyl 4-ethylphenylcarbamate). The yield is 21.4%. RXN SMILES: [Cl:1][C:2]1[CH:16]=[CH:15][CH:14]=[CH:13][C:3]=1[CH2:4][NH:5][C:6](=[O:12])[C:7]([CH3:11])([CH3:10])[CH2:8][OH:9].[CH2:17]([C:19]1[CH:24]=[CH:23][C:22]([N:25]=[C:26]=[O:27])=[CH:21][CH:20]=1)[CH3:18]>C(Cl)Cl.CN(C1C=CN=CC=1)C>[CH2:17]([C:19]1[CH:24]=[CH:23][C:22]([NH:25][C:26](=[O:27])[O:9][CH2:8][C:7]([CH3:11])([CH3:10])[C:6]([NH:5][CH2:4][C:3]2[CH:13]=[CH:14][CH:15]=[CH:16][C:2]=2[Cl:1])=[O:12])=[CH:21][CH:20]=1)[CH3:18]. Reported procedure: To a solution of N-(2-chlorobenzyl)-3-hydroxy-2,2-dimethylpropanamide (30 mg, 0.12 mmol), in CH2Cl2 were added DMAP and 4-ethylphenylisocyanate (21 μL, 0.15 mmol, 1.5 equiv.). The reaction mixture was stirred for 1 h. The reaction mixture was concentrated. The resulting residue was to purify on RP-HPLC to give 3-(2-chlorobenzylamino)-2,2-dimethyl-3-oxopropyl 4-ethylphenylcarbamate (10 mg, 17%). LRMS (M+H+) m/z 389.1. Reactants: FC(C=1C=CC(=NC1)OC1=CC=C(OC(C(CC(=O)OCC)=O)C)C=C1)(F)F (ethyl 4-[4-(5-trifluoromethyl-2-pyridyloxy)phenoxy]-3-oxopentanoate), [BH4-].[Na+] (sodium borohydride), O (water), C(Cl)Cl (methylene chloride). Solvent: C(C)O (ethanol). Reaction conditions: time 15 minute. Product: FC(C=1C=CC(=NC1)OC1=CC=C(OC(C(CC(=O)OCC)O)C)C=C1)(F)F (ethyl 4-[4-(5-trifluoromethyl-2-pyridyloxy)phenoxy]-3-hydroxypentanoate). Reaction SMILES: [F:1][C:2]([F:28])([F:27])[C:3]1[CH:4]=[CH:5][C:6]([O:9][C:10]2[CH:26]=[CH:25][C:13]([O:14][CH:15]([CH3:24])[C:16](=[O:23])[CH2:17][C:18]([O:20][CH2:21][CH3:22])=[O:19])=[CH:12][CH:11]=2)=[N:7][CH:8]=1.[BH4-].[Na+].O.C(Cl)Cl>C(O)C>[F:27][C:2]([F:1])([F:28])[C:3]1[CH:4]=[CH:5][C:6]([O:9][C:10]2[CH:26]=[CH:25][C:13]([O:14][CH:15]([CH3:24])[CH:16]([OH:23])[CH2:17][C:18]([O:20][CH2:21][CH3:22])=[O:19])=[CH:12][CH:11]=2)=[N:7][CH:8]=1 |f:1.2|. Procedure: To a solution of ethyl 4-[4-(5-trifluoromethyl-2-pyridyloxy)phenoxy]-3-oxopentanoate (175 mg, 0.44 mmol) in 5 ml of absolute ethanol at 0° is added sodium borohydride (32 mg, 0.84 mmol). The mixture is stirred for 15 minutes, after which it is poured into water and methylene chloride. The aqueous phase is separated and back-extracted with methylene chloride. The combined solvent extracts are washed with brine and dried. Solvent is removed by rotoevaporation, and the residue is purified by prep. ... Reactants: [OH-].C(CCCCCCCCCCCCCCC)[N+](C)(C)C (cetyl-trimethylammonium hydroxide), C(C)OC1=CC(=C(C(=O)O)C=C1)O (4-ethoxy-2-hydroxy-benzoic acid), [OH-].[Na+] (sodium hydroxide). Yields the product C(C)OC=1C=C(C(C(=O)[O-])=CC1)O.C(CCCCCCCCCCCCCCC)[N+](C)(C)C (Cetyl-trimethylammonium 4-ethoxysalicylate). As a reaction SMILES: [OH-].[CH2:2]([N+:18]([CH3:21])([CH3:20])[CH3:19])[CH2:3][CH2:4][CH2:5][CH2:6][CH2:7][CH2:8][CH2:9][CH2:10][CH2:11][CH2:12][CH2:13][CH2:14][CH2:15][CH2:16][CH3:17].[CH2:22]([O:24][C:25]1[CH:33]=[CH:32][C:28]([C:29]([OH:31])=[O:30])=[C:27]([OH:34])[CH:26]=1)[CH3:23].[OH-].[Na+]>>[CH2:22]([O:24][C:25]1[CH:26]=[C:27]([OH:34])[C:28](=[CH:32][CH:33]=1)[C:29]([O-:31])=[O:30])[CH3:23].[CH2:2]([N+:18]([CH3:21])([CH3:19])[CH3:20])[CH2:3][CH2:4][CH2:5][CH2:6][CH2:7][CH2:8][CH2:9][CH2:10][CH2:11][CH2:12][CH2:13][CH2:14][CH2:15][CH2:16][CH3:17] |f:0.1,3.4,5.6|. Reported procedure: The last third of the cetyl-trimethylammonium hydroxide solution is neutralized with 12.39 g of 4-ethoxy-2-hydroxy-benzoic acid (the equivalent weight of which has been determined as 185.8 by titration with 0.1N sodium hydroxide solution) by scattering in as a powder. The resulting yellow solution in methanol is concentrated to dryness. 31.1 g of a slightly brownish residue are obtained, which can be purified by recrystallization from 300 ml of ethyl acetate several times. Cetyl-trimethylammoniu... The reactants are CC(C)(C)Cn1c(Cc2ccc(CBr)cc2)cc2cnc(C#N)nc21, CO, ClCCl, [H-], [Na+], CN(C)C=O, c1nc[nH]n1. Yields the product CC(C)(C)Cn1c(Cc2ccc(Cn3cncn3)cc2)cc2cnc(C#N)nc21. Reaction SMILES: [Br:8][CH2:9][c:10]1[cH:11][cH:12][c:13]([CH2:14][c:15]2[cH:16][c:17]3[c:18]([n:19][c:20]([C:23]#[N:24])[n:21][cH:22]3)[n:25]2[CH2:26][C:27]([CH3:28])([CH3:29])[CH3:30])[cH:31][cH:32]1.[CH3:41][OH:42].[Cl:33][CH2:34][Cl:35].[H-:6].[Na+:7].[O:36]=[CH:37][N:38]([CH3:39])[CH3:40].[nH:1]1[n:2][cH:3][n:4][cH:5]1>>[n:1]1([CH2:9][c:10]2[cH:11][cH:12][c:13]([CH2:14][c:15]3[cH:16][c:17]4[c:18]([n:19][c:20]([C:23]#[N:24])[n:21][cH:22]4)[n:25]3[CH2:26][C:27]([CH3:28])([CH3:29])[CH3:30])[cH:31][cH:32]2)[n:2][cH:3][n:4][cH:5]1. Starting materials: Cc1cc(Cl)nc(NC(=O)C(C)(C)C)c1, Cl, [Na+], [OH-]. Yields the product Cc1cc(N)nc(Cl)c1. As a reaction SMILES: [Cl:1][c:2]1[cH:3][c:4]([CH3:15])[cH:5][c:6]([NH:8][C:9](=[O:10])[C:11]([CH3:12])([CH3:13])[CH3:14])[n:7]1.[ClH:18].[Na+:17].[OH-:16]>>[Cl:1][c:2]1[cH:3][c:4]([CH3:15])[cH:5][c:6]([NH2:8])[n:7]1. Reactants: compound 7.0, ClC=1C=C(C=CC1F)N1C(C=CC2=CN=C3C(=C12)C=C(C=C3)C=3C=NC(=CC3)OC)=O (1-(3-chloro-4-fluorophenyl)-9-(6-methoxypyridin-3-yl)benzo[h][1,6]naphthyridin-2(1H)-one), [Si](C)(C)(C)I (TMSI). The solvent is C(Cl)Cl (CH2Cl2). Conditions: temperature 50 celsius, time 48 hour. The product is desired product 7.1, ClC=1C=C(C=CC1F)N1C(C=CC2=CN=C3C(=C12)C=C(C=C3)C3=CNC(C=C3)=O)=O (1-(3-chloro-4-fluorophenyl)-9-(6-oxo-1,6-dihydropyridin-3-yl)benzo [h][1,6]naphthyridin-2(1H)-one). Isolated yield 14.4%. Reaction SMILES: [Cl:1][C:2]1[CH:3]=[C:4]([N:9]2[C:18]3[C:13](=[CH:14][N:15]=[C:16]4[CH:22]=[CH:21][C:20]([C:23]5[CH:24]=[N:25][C:26]([O:29]C)=[CH:27][CH:28]=5)=[CH:19][C:17]4=3)[CH:12]=[CH:11][C:10]2=[O:31])[CH:5]=[CH:6][C:7]=1[F:8].[Si](I)(C)(C)C>C(Cl)Cl>[Cl:1][C:2]1[CH:3]=[C:4]([N:9]2[C:18]3[C:13](=[CH:14][N:15]=[C:16]4[CH:22]=[CH:21][C:20]([C:23]5[CH:28]=[CH:27][C:26](=[O:29])[NH:25][CH:24]=5)=[CH:19][C:17]4=3)[CH:12]=[CH:11][C:10]2=[O:31])[CH:5]=[CH:6][C:7]=1[F:8]. Procedure details: To a solution of compound 7.0 1-(3-chloro-4-fluorophenyl)-9-(6-methoxypyridin-3-yl)benzo[h][1,6]naphthyridin-2(1H)-one (21 mg, 0.05 mmol, 1 equiv.) in CH2Cl2(2 mL) at room temperature was added TMSI (70 μL, 0.5 mmol, 10 equiv.). The resulting solution was stirred at 50° C. for 48 h before being cooled to room temperature and quenched with Na2CO3 (sat. 2 mL). After separation, the organic phase was dried over Na2SO4 and evaporated under vacuum. The residue was diluted with DMF (2 mL) and purified... The reactants are Cl.CN(CCCN=C=NCC)C (N-(3-dimethylaminopropyl)-N′-ethylcarbodiimide hydrochloride), OP(=O)(O)[O-].[Na+].OP(=O)([O-])[O-].[Na+].[Na+] (sodium phosphate monobasic sodium phosphate dibasic), CCCCC1=NC(=C(N1CC=2C=CC(=CC2)C=3C=CC=CC3C4=N[N-]N=N4)CO)Cl.[K+] (Losartan potassium), [N+](=O)([O-])O[C@H](CCCC(=O)O)CO[N+](=O)[O-] ((5R)-5,6-bis(nitrooxy)hexanoic acid), CN1CCOCC1 (N-methylmorpholine). Reagents/catalysts: CN(C1=CC=NC=C1)C (4-dimethylaminopyridine). Solvent: CO.ClCCl (methanol dichloromethane), ClCCl (dichloromethane). Run at time 2 hour. Yields the product [N+](=O)([O-])O[C@H](CCCC(=O)OCC1=C(N=C(N1CC1=CC=C(C=C1)C1=C(C=CC=C1)C=1N=NNN1)CCCC)Cl)CO[N+](=O)[O-] ((2-butyl-4-chloro-1-{[2′-(2H-tetrazol-5-yl)biphenyl-4-yl]methyl}-1H-imidazol-5-yl)methyl (5R)-5,6-bis(nitrooxy)hexanoate). Isolated yield 74.8%. RXN SMILES: [CH3:1][CH2:2][CH2:3][CH2:4][C:5]1[N:9]([CH2:10][C:11]2[CH:12]=[CH:13][C:14]([C:17]3[CH:18]=[CH:19][CH:20]=[CH:21][C:22]=3[C:23]3[N:27]=[N:26][N-:25][N:24]=3)=[CH:15][CH:16]=2)[C:8]([CH2:28][OH:29])=[C:7]([Cl:30])[N:6]=1.[K+].[N+:32]([O:35][C@@H:36]([CH2:43][O:44][N+:45]([O-:47])=[O:46])[CH2:37][CH2:38][CH2:39][C:40](O)=[O:41])([O-:34])=[O:33].CN1CCOCC1.Cl.CN(C)CCCN=C=NCC.OP([O-])(O)=O.[Na+].OP([O-])([O-])=O.[Na+].[Na+]>CN(C)C1C=CN=CC=1.CO.ClCCl.ClCCl>[N+:32]([O:35][C@@H:36]([CH2:43][O:44][N+:45]([O-:47])=[O:46])[CH2:37][CH2:38][CH2:39][C:40]([O:29][CH2:28][C:8]1[N:9]([CH2:10][C:11]2[CH:12]=[CH:13][C:14]([C:17]3[CH:18]=[CH:19][CH:20]=[CH:21][C:22]=3[C:23]3[N:24]=[N:25][NH:26][N:27]=3)=[CH:15][CH:16]=2)[C:5]([CH2:4][CH2:3][CH2:2][CH3:1])=[N:6][C:7]=1[Cl:30])=[O:41])([O-:34])=[O:33] |f:0.1,4.5,6.7.8.9.10,12.13|. Procedure: To a dichloromethane (50 mL) suspension of Losartan potassium (4.72 g, 10.24 mmol), (5R)-5,6-bis(nitrooxy)hexanoic acid (1.23 g, 5.16 mmol), and 4-dimethylaminopyridine (0.075 g, 0.614 mmol) was added N-methylmorpholine (1.2 mL, 10.91 mmol), followed by N-(3-dimethylaminopropyl)-N′-ethylcarbodiimide hydrochloride (1.2 g, 6.26 mmol). After 2 hours, the reaction mixture was mixed with pH 5 buffer (sodium phosphate monobasic/sodium phosphate dibasic, 250 mL) and extracted with ethyl acetate. The co...